This data is from the Open Reaction Database (ORD), a public repository of structured organic reaction records. The task is: describe an organic reaction: reactants, conditions, products, and yield Starting materials: Cc1ccc(C(=O)O)c(O)c1, O=P(O)(O)O, OCC=Cc1ccccc1. Product: Cc1ccc(C(=O)OCC=Cc2ccccc2)c(O)c1. As a reaction SMILES: [OH:1][c:2]1[c:3]([C:4](=[O:5])[OH:6])[cH:7][cH:8][c:9]([CH3:11])[cH:10]1.[P:22](=[O:23])([OH:24])([OH:25])[OH:26].[c:12]1([CH:18]=[CH:19][CH2:20][OH:21])[cH:13][cH:14][cH:15][cH:16][cH:17]1>>[OH:1][c:2]1[c:3]([C:4]([O:5][CH2:20][CH:19]=[CH:18][c:12]2[cH:13][cH:14][cH:15][cH:16][cH:17]2)=[O:6])[cH:7][cH:8][c:9]([CH3:11])[cH:10]1. The reactants are N1CCCC1 (pyrrolidine), C(Cl)C1CO1 ((±)-epichlorohydrin). Product: O1C(C1)CN1CCCC1 (1-(oxiran-2-ylmethyl)pyrrolidine). As a reaction SMILES: [NH:1]1[CH2:5][CH2:4][CH2:3][CH2:2]1.[CH2:6]([CH:8]1[O:10][CH2:9]1)Cl>>[O:10]1[CH2:9][CH:8]1[CH2:6][N:1]1[CH2:5][CH2:4][CH2:3][CH2:2]1. Procedure details: By using pyrrolidine (3 ml) and (±)-epichlorohydrin (2.9 ml) as starting materials, the title compound (2.10 g) was obtained in the same manner as that of Reference Example 33.